This data is from the Open Reaction Database (ORD), a public repository of structured organic reaction records. The task is: describe an organic reaction: reactants, conditions, products, and yield Reactants: [Cl-], Nc1ccc2c(c1)nc(-c1ccccc1)n2-c1ccccc1, O=S(=O)(O)Cc1ccccc1. Yields the product O=S(=O)(Cc1ccccc1)Nc1ccc2c(c1)nc(-c1ccccc1)n2-c1ccccc1. As a reaction SMILES: [Cl-:23].[NH2:1][c:2]1[cH:3][c:4]2[c:5]([n:6](-[c:15]3[cH:16][cH:17][cH:18][cH:19][cH:20]3)[c:7](-[c:9]3[cH:10][cH:11][cH:12][cH:13][cH:14]3)[n:8]2)[cH:21][cH:22]1.[c:24]1([CH2:30][S:31](=[O:32])(=[O:33])[OH:34])[cH:25][cH:26][cH:27][cH:28][cH:29]1>>[NH:1]([c:2]1[cH:3][c:4]2[c:5]([n:6](-[c:15]3[cH:16][cH:17][cH:18][cH:19][cH:20]3)[c:7](-[c:9]3[cH:10][cH:11][cH:12][cH:13][cH:14]3)[n:8]2)[cH:21][cH:22]1)[S:31]([CH2:30][c:24]1[cH:25][cH:26][cH:27][cH:28][cH:29]1)(=[O:32])=[O:33]. Starting materials: CC(=O)OCC(C)(C)C(=O)O, O=C(Cl)C(=O)Cl, c1ccccc1. Yields the product CC(=O)OCC(C)(C)C(=O)Cl. RXN SMILES: [CH3:1][C:2]([C:3](=[O:4])[OH:5])([CH2:6][O:7][C:8]([CH3:9])=[O:10])[CH3:11].[Cl:12][C:13]([C:14]([Cl:15])=[O:16])=[O:17].[cH:18]1[cH:19][cH:20][cH:21][cH:22][cH:23]1>>[CH3:1][C:2]([C:3](=[O:4])[Cl:12])([CH2:6][O:7][C:8]([CH3:9])=[O:10])[CH3:11]. Reactants: BrN1C(CCC1=O)=O (N-Bromosuccinimide), CC1=CC=C(C=C1)C=1C(=CC=CC1)C(=O)OC (methyl 4'methylbiphenyl-2-carboxylate). The reagents and catalysts are N(=NC(C#N)(C)C)C(C#N)(C)C (azo(bisisobutyronitrile)). The solvent is C(Cl)(Cl)(Cl)Cl (carbon tetrachloride). The product is BrCC1=CC=C(C=C1)C=1C(=CC=CC1)C(=O)OC (methyl 4'-(bromomethyl)biphenyl-2-carboxylate). The yield is 86.9%. Reaction SMILES: [Br:1]N1C(=O)CCC1=O.[CH3:9][C:10]1[CH:15]=[CH:14][C:13]([C:16]2[C:17]([C:22]([O:24][CH3:25])=[O:23])=[CH:18][CH:19]=[CH:20][CH:21]=2)=[CH:12][CH:11]=1>C(Cl)(Cl)(Cl)Cl.N(C(C)(C)C#N)=NC(C)(C)C#N>[Br:1][CH2:9][C:10]1[CH:15]=[CH:14][C:13]([C:16]2[C:17]([C:22]([O:24][CH3:25])=[O:23])=[CH:18][CH:19]=[CH:20][CH:21]=2)=[CH:12][CH:11]=1. Reported procedure: N-Bromosuccinimide (8.1 g) and azo(bisisobutyronitrile) (130 mg) were added to a solution of compound (B1) (9.3 g) in carbon tetrachloride (300 ml). The mixture was heated under reflux for 4 hours and then cooled to ambient temperature. Insoluble material was removed by filtration and the filtrate concentrated. The residue was purified by flash chromatography, eluting with ethyl acetate/hexane (1:9 v/v) to give methyl 4'-(bromomethyl)biphenyl-2-carboxylate (C1) as a solid (10.9 g), m.p. 48°-50° ... Procedure details: To a stirring suspension of methyl 3-(3-(4-methyl-3-nitrophenyl)-1,2,4-oxadiazol-5-yl)azetidine-1-carboxylate (30) (795 mg, 2.50 mmol) in EtOH (20 mL) was added stannous chloride dihydrate (2.3 g, 9.99 mmol). The reaction mixture was heated at 78° C. for 3 hours. Then, the reaction was cooled to room temperature and the solvent was partially concentrated. The pH was adjusted to slightly basic pH with a saturated solution of sodium bicarbonate. The resulting white suspension was filtered and wash... Conditions: temperature 78 celsius. Reactants: CC1=C(C=C(C=C1)C1=NOC(=N1)C1CN(C1)C(=O)[O-])[N+](=O)[O-] (3-(3-(4-methyl-3-nitrophenyl)-1,2,4-oxadiazol-5-yl)azetidine-1-carboxylate), CCO (EtOH), stannous chloride dihydrate. Reaction SMILES: [CH3:1][C:2]1[CH:7]=[CH:6][C:5]([C:8]2[N:12]=[C:11]([CH:13]3[CH2:16][N:15]([C:17]([O-:19])=[O:18])[CH2:14]3)[O:10][N:9]=2)=[CH:4][C:3]=1[N+:20]([O-])=O.[CH3:23]CO>>[NH2:20][C:3]1[CH:4]=[C:5]([C:8]2[N:12]=[C:11]([CH:13]3[CH2:16][N:15]([C:17]([O:19][CH3:23])=[O:18])[CH2:14]3)[O:10][N:9]=2)[CH:6]=[CH:7][C:2]=1[CH3:1]. Yields the product NC=1C=C(C=CC1C)C1=NOC(=N1)C1CN(C1)C(=O)OC (methyl 3-(3-(3-amino-4-methylphenyl)-1,2,4-oxadiazol-5-yl)azetidine-1-carboxylate). Starting materials: ice water, C1=CC=CC=2OC3=CC=CC=C3CC12 (xanthene), ClCCCC(=O)Cl (4-chlorobutyryl chloride), [Cl-].[Al+3].[Cl-].[Cl-] (aluminum chloride). The solvent is C(Cl)Cl (methylene chloride). Conditions: temperature -20 celsius. The product is ClCCCC(=O)C1=CC=2CC3=CC(=CC=C3OC2C=C1)C(CCCCl)=O (2,7-bis(4-chlorobutyryl)xanthene). As a reaction SMILES: [CH:1]1[C:14]2[CH2:13][C:12]3[C:7](=[CH:8][CH:9]=[CH:10][CH:11]=3)[O:6][C:5]=2[CH:4]=[CH:3][CH:2]=1.[Cl:15][CH2:16][CH2:17][CH2:18][C:19](Cl)=[O:20].[Cl-:22].[Al+3].[Cl-].[Cl-]>C(Cl)Cl>[Cl:15][CH2:16][CH2:17][CH2:18][C:19]([C:10]1[CH:9]=[CH:8][C:7]2[O:6][C:5]3[C:14](=[CH:1][C:2]([C:5](=[O:6])[CH2:4][CH2:3][CH2:2][Cl:22])=[CH:3][CH:4]=3)[CH2:13][C:12]=2[CH:11]=1)=[O:20] |f:2.3.4.5|. Procedure: To a mixture of 91.1 g (0.5 mole) of xanthene, 176.3 g (1.25 moles) of 4-chlorobutyryl chloride and 3 liters of dry methylene chloride, chilled to -20° C., is slowly added over a 30 minute period 146.7 g (1.1 moles) of aluminum chloride, during which the temperature is maintained below -10° C. Following the addition, the reaction temperature is slowly permitted to rise to room temperature and then refluxed for an additional 4 hours. Upon cooling, the mixture is decomposed by cautiously pouring i... Starting materials: COc1cc(I)ccc1Br, COCCOC, CCOC(C)=O, Cl, N#Cc1ccc(B(O)O)c(N)c1, O, c1ccc(P(c2ccccc2)(c2ccccc2)[Pd](P(c2ccccc2)(c2ccccc2)c2ccccc2)(P(c2ccccc2)(c2ccccc2)c2ccccc2)P(c2ccccc2)(c2ccccc2)c2ccccc2)cc1. The product is COc1cc(-c2ccc(C#N)cc2N)ccc1Br. Reaction SMILES: [Br:1][c:2]1[c:3]([O:9][CH3:10])[cH:4][c:5]([I:8])[cH:6][cH:7]1.[CH3:24][O:25][CH2:26][CH2:27][O:28][CH3:29].[CH3:30][CH2:31][O:32][C:33]([CH3:34])=[O:35].[ClH:11].[NH2:12][c:13]1[c:14]([B:21]([OH:22])[OH:23])[cH:15][cH:16][c:17]([C:19]#[N:20])[cH:18]1.[OH2:113].[cH:36]1[cH:37][cH:38][c:39]([P:40]([Pd:41]([P:42]([c:43]2[cH:44][cH:45][cH:46][cH:47][cH:48]2)([c:49]2[cH:50][cH:51][cH:52][cH:53][cH:54]2)[c:55]2[cH:56][cH:57][cH:58][cH:59][cH:60]2)([P:61]([c:62]2[cH:63][cH:64][cH:65][cH:66][cH:67]2)([c:68]2[cH:69][cH:70][cH:71][cH:72][cH:73]2)[c:74]2[cH:75][cH:76][cH:77][cH:78][cH:79]2)[P:80]([c:81]2[cH:82][cH:83][cH:84][cH:85][cH:86]2)([c:87]2[cH:88][cH:89][cH:90][cH:91][cH:92]2)[c:93]2[cH:94][cH:95][cH:96][cH:97][cH:98]2)([c:99]2[cH:100][cH:101][cH:102][cH:103][cH:104]2)[c:105]2[cH:106][cH:107][cH:108][cH:109][cH:110]2)[cH:111][cH:112]1>>[Br:1][c:2]1[c:3]([O:9][CH3:10])[cH:4][c:5](-[c:14]2[c:13]([NH2:12])[cH:18][c:17]([C:19]#[N:20])[cH:16][cH:15]2)[cH:6][cH:7]1. The reactants are COC(=O)C(C#N)=C(SC)SC, Cc1cc2ccc(N)cc2o1, CC#N, NC1CCCCN(CC(=O)N2CCCC2)C1=O. The product is COC(=O)C(C#N)=C(Nc1ccc2cc(C)oc2c1)NC1CCCCN(CC(=O)N2CCCC2)C1=O. RXN SMILES: [C:12](#[N:13])[C:14]([C:15](=[O:16])[O:17][CH3:18])=[C:19]([S:20][CH3:21])[S:22][CH3:23].[CH3:1][c:2]1[o:3][c:4]2[c:5]([cH:6]1)[cH:7][cH:8][c:9]([NH2:11])[cH:10]2.[CH3:41][C:42]#[N:43].[NH2:24][CH:25]1[C:26](=[O:40])[N:27]([CH2:32][C:33](=[O:34])[N:35]2[CH2:36][CH2:37][CH2:38][CH2:39]2)[CH2:28][CH2:29][CH2:30][CH2:31]1>>[CH3:1][c:2]1[o:3][c:4]2[c:5]([cH:6]1)[cH:7][cH:8][c:9]([NH:11][C:19](=[C:14]([C:12]#[N:13])[C:15](=[O:16])[O:17][CH3:18])[NH:24][CH:25]1[C:26](=[O:40])[N:27]([CH2:32][C:33](=[O:34])[N:35]3[CH2:36][CH2:37][CH2:38][CH2:39]3)[CH2:28][CH2:29][CH2:30][CH2:31]1)[cH:10]2.